From a dataset of the Open Reaction Database (ORD), a public repository of structured organic reaction records. describe an organic reaction: reactants, conditions, products, and yield The reactants are CCON=C1CCCc2ncc(C(=O)OCC)c(O)c21, CCO, Cl, [Na+], [OH-]. Product: CCON=C1CCCc2ncc(C(=O)O)c(O)c21. As a reaction SMILES: [CH2:1]([CH3:2])[O:3][C:4](=[O:5])[c:6]1[cH:7][n:8][c:9]2[c:14]([c:15]1[OH:16])[C:13](=[N:17][O:18][CH2:19][CH3:20])[CH2:12][CH2:11][CH2:10]2.[CH2:24]([OH:25])[CH3:26].[ClH:21].[Na+:23].[OH-:22]>>[O:3]=[C:4]([OH:5])[c:6]1[cH:7][n:8][c:9]2[c:14]([c:15]1[OH:16])[C:13](=[N:17][O:18][CH2:19][CH3:20])[CH2:12][CH2:11][CH2:10]2.